From a dataset of the Open Reaction Database (ORD), a public repository of structured organic reaction records. describe an organic reaction: reactants, conditions, products, and yield Starting materials: BrC=1C=C2C=3C=C4C(=CC3NC2=CC1)C(C1=CC=CC=C14)(C)C (7-bromo-12,12-dimethyl-10,12-dihydro-10-azaindeno-[2,1-b]fluorene), Pd(PPh)3, C1=CC=C(C=2OC3=C(C21)C=CC=C3)B(O)O (dibenzofuran-4-boronic acid), C(=O)(O)[O-].[Na+] (NaHCO3). Run in C1(=CC=CC=C1)C (toluene), C(C)O (ethanol). Yields the product C1=CC=C(C=2OC3=C(C21)C=CC=C3)C=3C=C2C=1C=C4C(=CC1NC2=CC3)C(C3=CC=CC=C34)(C)C (7-Dibenzofuran-4-yl-12,12-dimethyl-10,12-dihydro-10-azaindeno[2,1-b]fluorene). RXN SMILES: Br[C:2]1[CH:3]=[C:4]2[C:12](=[CH:13][CH:14]=1)[NH:11][C:10]1[CH:9]=[C:8]3[C:15]([CH3:23])([CH3:22])[C:16]4[C:21]([C:7]3=[CH:6][C:5]2=1)=[CH:20][CH:19]=[CH:18][CH:17]=4.[CH:24]1[C:32]2[C:31]3[CH:33]=[CH:34][CH:35]=[CH:36][C:30]=3[O:29][C:28]=2[C:27](B(O)O)=[CH:26][CH:25]=1.C([O-])(O)=O.[Na+]>C1(C)C=CC=CC=1.C(O)C>[CH:24]1[C:32]2[C:31]3[CH:33]=[CH:34][CH:35]=[CH:36][C:30]=3[O:29][C:28]=2[C:27]([C:2]2[CH:3]=[C:4]3[C:12](=[CH:13][CH:14]=2)[NH:11][C:10]2[CH:9]=[C:8]4[C:15]([CH3:23])([CH3:22])[C:16]5[C:21]([C:7]4=[CH:6][C:5]3=2)=[CH:20][CH:19]=[CH:18][CH:17]=5)=[CH:26][CH:25]=1 |f:2.3|. Procedure: 32 g (90.6 mmol) of 7-bromo-12,12-dimethyl-10,12-dihydro-10-azaindeno-[2,1-b]fluorene, 19.9 g (94 mmol) of dibenzofuran-4-boronic acid and 164 ml of saturated NaHCO3 solution are suspended in 1640 ml of toluene and 164 ml of ethanol. 1.9 g (1.6 mmol) of Pd(PPh)3 are added to this suspension, and the reaction mixture is heated under reflux for 16 h. After cooling, the organic phase is separated off, filtered through silica gel, washed three times with 200 ml of water and subsequently evaporated t... Reactants: C(C1=CC=CC=C1)N1C2=CC=C(C=C2C=2C=C(C=CC12)N1C2=CC=CC=C2C=2C=CC=CC12)N1C2=CC=CC=C2C=2C=CC=CC12 (N-benzyl-3,6-di(N-carbazolyl)carbazole), C(C1=CC=CC=C1)=NC1=CC=CC=C1 (benzylideneaniline), CC(C)(C)[O-].[K+] (t-BuOK), CN(C)C=O (DMF). The solvent is O (Water). Run at temperature 75 celsius, time 4 hour. The product is C1=CC=CC=2C3=CC=CC=C3N(C12)C=1C=CC=2NC3=CC=C(C=C3C2C1)N1C2=CC=CC=C2C=2C=CC=CC12 (3,6-di(N-carbazolyl)carbazole). The yield is 29.0%. RXN SMILES: C([N:8]1[C:20]2[CH:19]=[CH:18][C:17]([N:21]3[C:33]4[CH:32]=[CH:31][CH:30]=[CH:29][C:28]=4[C:27]4[C:22]3=[CH:23][CH:24]=[CH:25][CH:26]=4)=[CH:16][C:15]=2[C:14]2[C:9]1=[CH:10][CH:11]=[C:12]([N:34]1[C:46]3[CH:45]=[CH:44][CH:43]=[CH:42][C:41]=3[C:40]3[C:35]1=[CH:36][CH:37]=[CH:38][CH:39]=3)[CH:13]=2)C1C=CC=CC=1.C(=NC1C=CC=CC=1)C1C=CC=CC=1.CC([O-])(C)C.[K+].CN(C=O)C>O>[CH:45]1[C:46]2[N:34]([C:12]3[CH:11]=[CH:10][C:9]4[NH:8][C:20]5[C:15]([C:14]=4[CH:13]=3)=[CH:16][C:17]([N:21]3[C:33]4[CH:32]=[CH:31][CH:30]=[CH:29][C:28]=4[C:27]4[C:22]3=[CH:23][CH:24]=[CH:25][CH:26]=4)=[CH:18][CH:19]=5)[C:35]3[C:40](=[CH:39][CH:38]=[CH:37][CH:36]=3)[C:41]=2[CH:42]=[CH:43][CH:44]=1 |f:2.3|. Reported procedure: Under a nitrogen atmosphere, a suspension of N-benzyl-3,6-di(N-carbazolyl)carbazole (2.06 g, 3.5 mmol), benzylideneaniline (1.27 g, 7.0 mmol) and t-BuOK (5.06 g, 50 mmol) in a dried DMF (30 mL) was stirred at 75° C. for 4 hours. Water (about 150 mL) was added and black tar precipitated was filtrated. The tar-like material was dissolved in hot chloroform, to which anhydrous magnesium sulfate and activated carbon were added to be stirred for 30 minutes with heating. The mixture was filtrated, the ... Starting materials: C1OC2(CCC(CC2)(C2=CC(=C(C(=C2)F)C(F)(F)F)F)O)OC1 (1,1-Ethylenedioxy-4-hydroxy-4-(3',5'-difluoro-4'-trifluoromethylphenyl)cyclohexane), CC1=CC=C(C=C1)S(=O)(=O)O.O (p-toluenesulfonic acidmonohydrate). Run in C1(=CC=CC=C1)C (toluene). The product is C1OC2(CC=C(CC2)C2=CC(=C(C(=C2)F)C(F)(F)F)F)OC1 (1,1-ethylenedioxy-4-(3',5'-difluoro-4'-trifluoromethylphenyl)-3-cyclohexene). Isolated yield 79.4%. As a reaction SMILES: [CH2:1]1[CH2:23][O:22][C:3]2([CH2:8][CH2:7][C:6](O)([C:9]3[CH:14]=[C:13]([F:15])[C:12]([C:16]([F:19])([F:18])[F:17])=[C:11]([F:20])[CH:10]=3)[CH2:5][CH2:4]2)[O:2]1.CC1C=CC(S(O)(=O)=O)=CC=1.O>C1(C)C=CC=CC=1>[CH2:23]1[CH2:1][O:2][C:3]2([CH2:8][CH2:7][C:6]([C:9]3[CH:14]=[C:13]([F:15])[C:12]([C:16]([F:17])([F:18])[F:19])=[C:11]([F:20])[CH:10]=3)=[CH:5][CH2:4]2)[O:22]1 |f:1.2|. Procedure: 1,1-Ethylenedioxy-4-hydroxy-4-(3',5'-difluoro-4'-trifluoromethylphenyl)cyclohexane (23 g) was dissolved in toluene (200 ml), followed by adding p-toluenesulfonic acidmonohydrate (5 g) to the solution, stirring the mixture under reflux for one hour, allowing the mixture to cool down, washing the reaction solution with water (200 ml), drying the organic layer over anhydrous MgSO4, and distilling off the solvent, to obtain 1,1-ethylenedioxy-4-(3',5'-difluoro-4'-trifluoromethylphenyl)-3-cyclohexene ... The reactants are BrC1=C(C=CC=C1)F (1-bromo-2-fluorobenzene), C(CCC)[Li] (n-butyllithium), C(C)(C)(C)OC(=O)N1CCC(CC1)=O (4-oxo-piperidine-1-carboxylic acid tert-butyl ester). Solvent: O1CCCC1 (tetrahydrofuran). Run at time 30 minute. Yields the product C(C)(C)(C)OC(=O)N1CCC(CC1)(O)C1=C(C=CC=C1)F (4-(2-Fluoro-phenyl)-4-hydroxypiperidine-1-carboxylic acid tert-butyl ester). The yield is 65.9%. Reaction SMILES: Br[C:2]1[CH:7]=[CH:6][CH:5]=[CH:4][C:3]=1[F:8].C([Li])CCC.[C:14]([O:18][C:19]([N:21]1[CH2:26][CH2:25][C:24](=[O:27])[CH2:23][CH2:22]1)=[O:20])([CH3:17])([CH3:16])[CH3:15]>O1CCCC1>[C:14]([O:18][C:19]([N:21]1[CH2:26][CH2:25][C:24]([C:2]2[CH:7]=[CH:6][CH:5]=[CH:4][C:3]=2[F:8])([OH:27])[CH2:23][CH2:22]1)=[O:20])([CH3:17])([CH3:15])[CH3:16]. Procedure details: To a stirring solution of 1-bromo-2-fluorobenzene (2 g, 11.4 mmol) in tetrahydrofuran (30 mL) at −70° C. under nitrogen was added a solution of n-butyllithium (5.0 mL, 12.6 mmol, 2.5 M in hexane). After 30 minutes, 4-oxo-piperidine-1-carboxylic acid tert-butyl ester (2.97 g, 14.9 mmol) was added in one portion. After 30 minutes, the reaction was quenched with water (2 mL) and was allowed to warm to ambient temperature. After one hour at ambient temperature, the reaction mixture was poured into w... Starting materials: BrC=1C=C(C(=NC1)C=1CCOCC1)NC1=C(C(=NC2=CC(=CC(=C12)F)F)C1=NC=CC=C1)C (N-(5-bromo-2-(3,6-dihydro-2H-pyran-4-yl)-3-pyridinyl)-5,7-difluoro-3-methyl-2-(2-pyridinyl)-4-quinolinamine), C1(CCCCC1)P(C1(C(=C(C=C(C1)C(C)C)C(C)C)C1=CC=CC=C1)C(C)C)C1CCCCC1 (2-dicyclohexylphosphino-2,4,6,-triisopropylbiphenyl), N1CCOCC1 (morpholine), CC(C)([O-])C.[Na+] (sodium tert-butoxide). Reagents/catalysts: C=1C=CC(=CC1)/C=C/C(=O)/C=C/C2=CC=CC=C2.C=1C=CC(=CC1)/C=C/C(=O)/C=C/C2=CC=CC=C2.C=1C=CC(=CC1)/C=C/C(=O)/C=C/C2=CC=CC=C2.[Pd].[Pd] (tris(dibenzylideneacetone)dipalladium). Solvent: C1(=CC=CC=C1)C (toluene). Reaction conditions: temperature 100 celsius, time 21.5 hour. Yields the product O1CCC(=CC1)C1=NC=C(C=C1NC1=C(C(=NC2=CC(=CC(=C12)F)F)C1=NC=CC=C1)C)N1CCOCC1 (N-(2-(3,6-dihydro-2H-pyran-4-yl)-5-(4-morpholinyl)-3-pyridinyl)-5,7-difluoro-3-methyl-2-(2-pyridinyl)-4-quinolinamine). As a reaction SMILES: Br[C:2]1[CH:3]=[C:4]([NH:14][C:15]2[C:24]3[C:19](=[CH:20][C:21]([F:26])=[CH:22][C:23]=3[F:25])[N:18]=[C:17]([C:27]3[CH:32]=[CH:31][CH:30]=[CH:29][N:28]=3)[C:16]=2[CH3:33])[C:5]([C:8]2[CH2:9][CH2:10][O:11][CH2:12][CH:13]=2)=[N:6][CH:7]=1.C1(P(C2CCCCC2)C2(C(C)C)CC(C(C)C)=CC(C(C)C)=C2C2C=CC=CC=2)CCCCC1.[NH:68]1[CH2:73][CH2:72][O:71][CH2:70][CH2:69]1.CC(C)([O-])C.[Na+]>C1(C)C=CC=CC=1.C1C=CC(/C=C/C(/C=C/C2C=CC=CC=2)=O)=CC=1.C1C=CC(/C=C/C(/C=C/C2C=CC=CC=2)=O)=CC=1.C1C=CC(/C=C/C(/C=C/C2C=CC=CC=2)=O)=CC=1.[Pd].[Pd]>[O:11]1[CH2:12][CH:13]=[C:8]([C:5]2[C:4]([NH:14][C:15]3[C:24]4[C:19](=[CH:20][C:21]([F:26])=[CH:22][C:23]=4[F:25])[N:18]=[C:17]([C:27]4[CH:32]=[CH:31][CH:30]=[CH:29][N:28]=4)[C:16]=3[CH3:33])=[CH:3][C:2]([N:68]3[CH2:73][CH2:72][O:71][CH2:70][CH2:69]3)=[CH:7][N:6]=2)[CH2:9][CH2:10]1 |f:3.4,6.7.8.9.10|. Procedure details: A mixture of N-(5-bromo-2-(3,6-dihydro-2H-pyran-4-yl)-3-pyridinyl)-5,7-difluoro-3-methyl-2-(2-pyridinyl)-4-quinolinamine (35.5 mg, 0.07 mmol), 2-dicyclohexylphosphino-2,4,6,-triisopropylbiphenyl (7.1 mg, 0.015 mmol), tris(dibenzylideneacetone)dipalladium (0) (6.9 mg, 7.54 μmol), morpholine (0.05 mL, 0.57 mmol), and sodium tert-butoxide (20.7 mg, 0.215 mmol) in dry toluene (2.0 mL) was degassed by nitrogen. The mixture was heated to 100° C. After 21.5 h, the reaction was cooled to rt, then treate... As a reaction SMILES: [CH:13]1([CH2:16][N:17]2[CH2:18][CH2:19][NH:20][CH2:21][CH2:22]2)[CH2:14][CH2:15]1.[CH:23]([N:24]([CH:25]([CH3:26])[CH3:27])[CH2:28][CH3:29])([CH3:30])[CH3:31].[CH:32]([OH:33])([CH3:34])[CH3:35].[NH2:1][c:2]1[n:3][cH:4][c:5]([Br:12])[c:6]([Cl:11])[c:7]1[N+:8](=[O:9])[O-:10]>>[NH2:1][c:2]1[n:3][cH:4][c:5]([Br:12])[c:6]([N:20]2[CH2:19][CH2:18][N:17]([CH2:16][CH:13]3[CH2:14][CH2:15]3)[CH2:22][CH2:21]2)[c:7]1[N+:8](=[O:9])[O-:10]. Product: Nc1ncc(Br)c(N2CCN(CC3CC3)CC2)c1[N+](=O)[O-]. Reactants: C1CN(CC2CC2)CCN1, CCN(C(C)C)C(C)C, CC(C)O, Nc1ncc(Br)c(Cl)c1[N+](=O)[O-]. Starting materials: COC(=O)N1[C@H]2[C@@H](C=CC1)OC(=N2)N ((cis)-2-Amino-5,7a-dihydro-3aH-oxazolo[4,5-b]pyridine-4-carboxylic acid methyl ester), C(=O)([O-])[O-].[Na+].[Na+] (Na2CO3). Solvent: CS(=O)C (DMSO). The product is COC(NCC=CC1=CN=C(O1)N)=O ([3-(2-Aminooxazol-5-yl)allyl]carbamic acid methyl ester), semisolid. Yield: 22.0%. As a reaction SMILES: [CH3:1][O:2][C:3]([N:5]1[CH2:10][CH:9]=[CH:8][C@H:7]2[O:11][C:12]([NH2:14])=[N:13][C@@H:6]12)=[O:4].C([O-])([O-])=O.[Na+].[Na+]>CS(C)=O>[CH3:1][O:2][C:3](=[O:4])[NH:5][CH2:10][CH:9]=[CH:8][C:7]1[O:11][C:12]([NH2:14])=[N:13][CH:6]=1 |f:1.2.3|. Procedure: A solution of product 5 (1.2 g, 6.1 mmol, 0.08M) in DMSO (75.5 ml) is heated at 175° C. for 1 h 30. After cooling at ambient temperature, the reaction mixture is poured onto water (200 ml), basified (5% Na2CO3) to a pH of greater than 10 and then extracted with DCM (4×150 ml). The aqueous phase is then saturated with NaCl and then extracted with DCM (4×150 ml). The organic phases are combined, dried (MgSO4) and then evaporated. The crude product obtained (6.6 g) is then purified by chromatograph...